This data is from the Open Reaction Database (ORD), a public repository of structured organic reaction records. The task is: describe an organic reaction: reactants, conditions, products, and yield Reactants: BrC(C(=O)C1=C(C=C(C=C1)F)F)C=1C=CC=2N(N1)C(=NN2)C(C)(C)C (2-bromo-2-(3-tert-butyl-[1,2,4]triazolo[4,3-b]pyridazin-6-yl)-1-(2,4-difluorophenyl)ethanone), NC(=S)C1CCN(CC1)C(=O)OC(C)(C)C (tert-butyl 4-(aminocarbothioyl)tetrahydropyridine-1-(2H)-carboxylate), CN(C)C=O (DMF). Run in C(=O)([O-])[O-].[Na+].[Na+] (Na2CO3). Conditions: time 2 day. Product: C(C)(C)(C)C1=NN=C2N1N=C(C=C2)C2=C(N=C(S2)C2CCN(CC2)C(=O)OC(C)(C)C)C2=C(C=C(C=C2)F)F (tert-Butyl 4-(5-(3-tert-butyl-[1,2,4]triazolo[4,3-b]pyridazin-6-yl)-4-(2,4-difluorophenyl)thiazol-2-yl)piperidine-1-carboxylate). Yield: 68.3%. As a reaction SMILES: Br[CH:2]([C:13]1[CH:14]=[CH:15][C:16]2[N:17]([C:19]([C:22]([CH3:25])([CH3:24])[CH3:23])=[N:20][N:21]=2)[N:18]=1)[C:3]([C:5]1[CH:10]=[CH:9][C:8]([F:11])=[CH:7][C:6]=1[F:12])=O.[NH2:26][C:27]([CH:29]1[CH2:34][CH2:33][N:32]([C:35]([O:37][C:38]([CH3:41])([CH3:40])[CH3:39])=[O:36])[CH2:31][CH2:30]1)=[S:28].CN(C=O)C>C([O-])([O-])=O.[Na+].[Na+]>[C:22]([C:19]1[N:17]2[N:18]=[C:13]([C:2]3[S:28][C:27]([CH:29]4[CH2:34][CH2:33][N:32]([C:35]([O:37][C:38]([CH3:41])([CH3:40])[CH3:39])=[O:36])[CH2:31][CH2:30]4)=[N:26][C:3]=3[C:5]3[CH:10]=[CH:9][C:8]([F:11])=[CH:7][C:6]=3[F:12])[CH:14]=[CH:15][C:16]2=[N:21][N:20]=1)([CH3:25])([CH3:24])[CH3:23] |f:3.4.5|. Procedure: A mixture of 2-bromo-2-(3-tert-butyl-[1,2,4]triazolo[4,3-b]pyridazin-6-yl)-1-(2,4-difluorophenyl)ethanone (3.78 g, 9.24 mmol; prepared using General Procedure A.2 from Preparation #K.1.1), tert-butyl 4-(aminocarbothioyl)tetrahydropyridine-1-(2H)-carboxylate (3.08 g, 12.6 mmol, Maybridge) and DMF (60 mL) was stirred at ambient temperature for about 2 d. The reaction was diluted with saturated aqueous Na2CO3 and extracted with Et2O (2×200 mL). The organic layers were combined, dried over Na2SO4 an... Yields the product COC1=CC=C(C=C1)[C@H]1C[C@H](N(C[C@@H]1OCC=1C=CC2=C(N(CCO2)CCCOC)C1)S(=O)(=O)C1=CC=C(C=C1)C)CC(C(=O)NC)(C)C (3-[(2S,4R,5R)-4-(4-Methoxy-phenyl)-5-[4-(3-methoxy-propyl)-3,4-dihydro-2H-benzo[1,4]oxazin-6-ylmethoxy]-1-(toluene-4-sulfonyl)-piperidin-2-yl]-2,2,N-trimethyl-propionamide). Reported procedure: According to general procedure D, 150 mg of 3-[(2S,4R,5R)-4-(4-methoxy-phenyl)-5-[(3-methoxy-propyl)-3,4-dihydro-2H-benzo[1,4]oxazin-6-ylmethoxy]-1-(toluene-4-sulfonyl)-piperidin-2-yl]-2,2-dimethyl-propionic acid from (from example 65b) and methylamine are used to afford the title compound as a brown oil. Rf=0.18 (EtOAc-heptane 5:1); Rt=4.97. As a reaction SMILES: [CH3:1][O:2][C:3]1[CH:8]=[CH:7][C:6]([C@@H:9]2[C@@H:14]([O:15][CH:16](CCCOC)[C:17]3[CH:18]=[CH:19][C:20]4[O:25][CH2:24][CH2:23][NH:22][C:21]=4[CH:26]=3)[CH2:13][N:12]([S:32]([C:35]3[CH:40]=[CH:39][C:38]([CH3:41])=[CH:37][CH:36]=3)(=[O:34])=[O:33])[C@H:11]([CH2:42][C:43]([CH3:48])([CH3:47])[C:44](O)=[O:45])[CH2:10]2)=[CH:5][CH:4]=1.[CH3:49][NH2:50]>>[CH3:1][O:2][C:3]1[CH:8]=[CH:7][C:6]([C@@H:9]2[C@@H:14]([O:15][CH2:16][C:17]3[CH:18]=[CH:19][C:20]4[O:25][CH2:24][CH2:23][N:22]([CH2:5][CH2:4][CH2:3][O:2][CH3:1])[C:21]=4[CH:26]=3)[CH2:13][N:12]([S:32]([C:35]3[CH:40]=[CH:39][C:38]([CH3:41])=[CH:37][CH:36]=3)(=[O:33])=[O:34])[C@H:11]([CH2:42][C:43]([CH3:47])([CH3:48])[C:44]([NH:50][CH3:49])=[O:45])[CH2:10]2)=[CH:5][CH:4]=1. The reactants are COC1=CC=C(C=C1)[C@H]1C[C@H](N(C[C@@H]1OC(C=1C=CC2=C(NCCO2)C1)CCCOC)S(=O)(=O)C1=CC=C(C=C1)C)CC(C(=O)O)(C)C (3-[(2S,4R,5R)-4-(4-methoxy-phenyl)-5-[(3-methoxy-propyl)-3,4-dihydro-2H-benzo[1,4]oxazin-6-ylmethoxy]-1-(toluene-4-sulfonyl)-piperidin-2-yl]-2,2-dimethyl-propionic acid), CN (methylamine). As a reaction SMILES: [CH3:1][O:2][C:3]1[CH:4]=[C:5]([CH:31]=[CH:32][C:33]=1[O:34][CH3:35])[CH2:6][CH:7]1[C:16]2[C:11](=[CH:12][C:13]([O:18][CH3:19])=[C:14]([OH:17])[CH:15]=2)[CH2:10][CH2:9][N:8]1[CH2:20][C:21]([NH:23][CH2:24][C:25]1[CH:30]=[CH:29][CH:28]=[CH:27][CH:26]=1)=[O:22].[CH2:36](Br)[CH:37]=[CH2:38]>>[CH3:1][O:2][C:3]1[CH:4]=[C:5]([CH:31]=[CH:32][C:33]=1[O:34][CH3:35])[CH2:6][CH:7]1[C:16]2[C:11](=[CH:12][C:13]([O:18][CH3:19])=[C:14]([O:17][CH2:38][CH:37]=[CH2:36])[CH:15]=2)[CH2:10][CH2:9][N:8]1[CH2:20][C:21]([NH:23][CH2:24][C:25]1[CH:30]=[CH:29][CH:28]=[CH:27][CH:26]=1)=[O:22]. Procedure details: prepared by reaction of 2-[1-(3,4-dimethoxy-benzyl)-7-hydroxy-6-methoxy-3,4-dihydro-1H-isoquinolin-2-yl]-N-benzyl-acetamide with allyl bromide Yields the product COC=1C=C(CC2N(CCC3=CC(=C(C=C23)OCC=C)OC)CC(=O)NCC2=CC=CC=C2)C=CC1OC (2-[1-(3,4-dimethoxy-benzyl)-7-allyloxy-6-methoxy-3,4-dihydro-1H-isoquinolin-2-yl]-N-benzyl-acetamide). Starting materials: COC=1C=C(CC2N(CCC3=CC(=C(C=C23)O)OC)CC(=O)NCC2=CC=CC=C2)C=CC1OC (2-[1-(3,4-dimethoxy-benzyl)-7-hydroxy-6-methoxy-3,4-dihydro-1H-isoquinolin-2-yl]-N-benzyl-acetamide), C(C=C)Br (allyl bromide). Starting materials: FC1=CC=C(C(=C1NC(C1=C(C(=CC(=C1)C1=CC(=CC=C1)F)C)OC)=O)C)O (N-(6-fluoro-3-hydroxy-2-methyl-phenyl)-5-(3-fluorophenyl)-2-methoxy-3-methyl-benzamide), O (water). Run in C1CCOC1 (THF), C1CCOC1 (THF). Reaction conditions: temperature 60 celsius. Product: FC1=C(C(=C(C=C1)O)C)NCC1=C(C(=CC(=C1)C1=CC(=CC=C1)F)C)OC (4-Fluoro-3-[[5-(3-fluorophenyl)-2-methoxy-3-methyl-phenyl]methylamino]-2-methyl-phenol). Isolated yield 21.7%. As a reaction SMILES: [F:1][C:2]1[C:7]([NH:8][C:9](=O)[C:10]2[CH:15]=[C:14]([C:16]3[CH:21]=[CH:20][CH:19]=[C:18]([F:22])[CH:17]=3)[CH:13]=[C:12]([CH3:23])[C:11]=2[O:24][CH3:25])=[C:6]([CH3:27])[C:5]([OH:28])=[CH:4][CH:3]=1.O>C1COCC1>[F:1][C:2]1[CH:3]=[CH:4][C:5]([OH:28])=[C:6]([CH3:27])[C:7]=1[NH:8][CH2:9][C:10]1[CH:15]=[C:14]([C:16]2[CH:21]=[CH:20][CH:19]=[C:18]([F:22])[CH:17]=2)[CH:13]=[C:12]([CH3:23])[C:11]=1[O:24][CH3:25]. Reported procedure: To a solution of N-(6-fluoro-3-hydroxy-2-methyl-phenyl)-5-(3-fluorophenyl)-2-methoxy-3-methyl-benzamide (450 mg, 1.17 mmol, 1.0 eq) in THF (6 mL) at 0° C. under N2 was added a solution of BH3 (1M in THF, 7.04 mL, 7.04 mmol, 6.0 eq). The reaction mixture was heated at 60° C. for 1 h. After cooling to 0° C., water was added dropwise and the aqueous layer extracted with EtOAc. The organic extract was washed with water and brine, dried (Na2SO4), filtered and evaporated in vacuo. The residue was puri... Reactants: ( d ), P(=O)(OC(C)C)(OC(C)C)CC(=O)CCC1=CC=CC=C1 ((iPrO)2P(O)CH2C(O)CH2CH2Ph), CC(C)(C)[O-].[K+] (t-BuOK), C1CCOC1 (THF), dialdehyde, [Al](C)(C)C ((CH3)3Al), C(Cl)Cl (CH2Cl2). Yields the product [Al+3].[Cl-].[Cl-].[Cl-] (AlCl3), C1=CC=CC1 (cyclopentadiene). Reaction SMILES: P(CC(CC[C:16]1[CH:21]=[CH:20][CH:19]=[CH:18]C=1)=O)(OC(C)C)(OC(C)C)=O.CC([O-])(C)C.[K+].C1COCC1.[Al:33](C)(C)C.C(Cl)[Cl:38]>>[Al+3:33].[Cl-:38].[Cl-:38].[Cl-:38].[CH:18]1[CH2:19][CH:20]=[CH:21][CH:16]=1 |f:1.2,6.7.8.9|. Reported procedure: Scheme 1 is carried out by treating norbornylene (Aldrich) with (a) K3Fe(CN)6, K2OsO4.2H2O, quinuclidine, K2CO3, t-BuOH:H2O 1:1 to yield a diol intermediate which is then (b) treated with NaIO4, THF:H2O 3:1 at 0° C. to room temperature to yield a dialdehyde; (c) (iPrO)2P(O)CH2C(O)CH2CH2Ph, t-BuOK, THF at 0° C. to room temperature, 2 hr, then the dialdehyde is introduced and the reaction warmed from −78° C. to 4° C. to yield the dieneophile; (d) Diels Alder reaction with (CH3)3Al (0.05 eq.) 10 mi...